From a dataset of the Open Reaction Database (ORD), a public repository of structured organic reaction records. describe an organic reaction: reactants, conditions, products, and yield Reactants: C1(CCCCCN1)=O (caprolactam), C(CC)C1=C(C=CC=2C(=NOC21)C(F)(F)F)OCCCBr (7-propyl-3-(trifluoromethyl)-6-(3-bromopropyloxy)-1,2-benzisoxazole). The product is C(CC)C1=C(C=CC=2C(=NOC21)C(F)(F)F)OCCCN2C(CCCCC2)=O (1-(3-{[7-Propyl-3-(trifluoromethyl)-1,2-benzisoxazol-6-yl]oxy}propyl)azepan-2-one). RXN SMILES: [C:1]1(=[O:8])[NH:7][CH2:6][CH2:5][CH2:4][CH2:3][CH2:2]1.[CH2:9]([C:12]1[C:20]2[O:19][N:18]=[C:17]([C:21]([F:24])([F:23])[F:22])[C:16]=2[CH:15]=[CH:14][C:13]=1[O:25][CH2:26][CH2:27][CH2:28]Br)[CH2:10][CH3:11]>>[CH2:9]([C:12]1[C:20]2[O:19][N:18]=[C:17]([C:21]([F:22])([F:24])[F:23])[C:16]=2[CH:15]=[CH:14][C:13]=1[O:25][CH2:26][CH2:27][CH2:28][N:7]1[CH2:6][CH2:5][CH2:4][CH2:3][CH2:2][C:1]1=[O:8])[CH2:10][CH3:11]. Procedure details: 1-(3-{[7-Propyl-3-(trifluoromethyl)-1,2-benzisoxazol-6-yl]oxy}propyl)azepan-2-one was prepared as for Example 10 from caprolactam and the bromide from Example 7. After aqueous work-up and silica gel chromatography, the title compound was obtained. The reactants are FC(C(=O)O)(F)F (trifluoroacetic acid), C(C)[SiH](CC)CC (triethylsilane), OC1N(C(C2=C(C=C(C(=C12)Cl)Cl)I)=O)C(C)(C1=CC=CC=C1)C (3-hydroxy-4,5-dichloro-7-iodo-2-(1-methyl-1-phenylethyl)isoindolinone). The solvent is [N+](=O)([O-])C (nitromethane). Product: ClC1=C2CNC(C2=C(C=C1Cl)I)=O (4,5-dichloro-7-iodoisoindolinone). The yield is 74.0%. RXN SMILES: O[CH:2]1[C:10]2[C:5](=[C:6]([I:13])[CH:7]=[C:8]([Cl:12])[C:9]=2[Cl:11])[C:4](=[O:14])[N:3]1C(C)(C1C=CC=CC=1)C.FC(F)(F)C(O)=O.C([SiH](CC)CC)C>[N+](C)([O-])=O>[Cl:11][C:9]1[C:8]([Cl:12])=[CH:7][C:6]([I:13])=[C:5]2[C:10]=1[CH2:2][NH:3][C:4]2=[O:14]. Procedure: In a similar manner to Step 4 of Example 16, 3-hydroxy-4,5-dichloro-7-iodo-2-(1-methyl-1-phenylethyl)isoindolinone (347 mg, 0.750 mmol) was dissolved in nitromethane (14 mL), and the solution was treated with trifluoroacetic acid (0.867 mL, 11.3 mmol) and triethylsilane (0.240 mL, 1.50 mmol), followed by purification by slurry using chloroform to obtain 4,5-dichloro-7-iodoisoindolinone (182 mg, yield 74%). Starting materials: O=C([O-])[O-], CC1CCCCCN1, CC#N, [Cl-], Fc1c(Cl)ncnc1Cl, Cl, [K+], [K+], [NH4+]. Yields the product CC1CCCCCN1c1ncnc(Cl)c1F. As a reaction SMILES: [C:10](=[O:11])([O-:12])[O-:13].[CH3:17][CH:18]1[NH:19][CH2:20][CH2:21][CH2:22][CH2:23][CH2:24]1.[CH3:27][C:28]#[N:29].[Cl-:25].[Cl:1][c:2]1[n:3][cH:4][n:5][c:6]([Cl:9])[c:7]1[F:8].[ClH:16].[K+:14].[K+:15].[NH4+:26]>>[c:2]1([N:19]2[CH:18]([CH3:17])[CH2:24][CH2:23][CH2:22][CH2:21][CH2:20]2)[n:3][cH:4][n:5][c:6]([Cl:9])[c:7]1[F:8]. Reactants: BrC1=CC=C(C=C1)C1=NOC(=C1)[Si](C)(C)C (3-(4-bromophenyl)-5-(trimethylsilyl)isoxazole), [F-].[Cs+] (CsF). Run in CCO (EtOH), CC#N (MeCN), [NH4+].[Cl-] (NH4Cl). Reaction conditions: time 5 minute. Yields the product BrC1=CC=C(C=C1)C1=NOC=C1 (3-(4-bromophenyl)isoxazole). Reaction SMILES: [Br:1][C:2]1[CH:7]=[CH:6][C:5]([C:8]2[CH:12]=[C:11]([Si](C)(C)C)[O:10][N:9]=2)=[CH:4][CH:3]=1.[F-].[Cs+]>CCO.CC#N.[NH4+].[Cl-]>[Br:1][C:2]1[CH:3]=[CH:4][C:5]([C:8]2[CH:12]=[CH:11][O:10][N:9]=2)=[CH:6][CH:7]=1 |f:1.2,5.6|. Procedure: The product from Example 42B (0.103 g) in EtOH (0.7 mL) and MeCN (2.1 mL) was treated with CsF (72 mg, 0.47 mmol), stirred for 5 minutes, diluted with saturated NH4Cl (7 mL), and extracted with CH2Cl2 (2×7 mL). The organic extract was dried (Na2SO4), filtered, and the filtrate concentrated under reduced pressure. The residue was purified by flash chromatography (7% ethyl acetate in hexanes) to provide the title compound. The reactants are ON1N=NC2=C1C=CC=C2 (1-hydroxybenzotriazole), N1([C@H](C(=O)N[C@H](CC2=CNC3=CC=CC=C23)C(=O)N[C@@H](CC2=CC=CC=C2)C(=O)O)CCC1)C(=O)OC(C)(C)C (BocPro-DTrp-PheOH), N[C@H](CCCNC(NS(=O)(=O)C1=CC=C(C)C=C1)=N)C(=O)N[C@@H](CC(C)C)C(=O)N[C@@H](CCSC)C(=O)N (HDArg(Tos)-Leu-MetNH2), C1(CCCCC1)N=C=NC1CCCCC1 (dicyclohexylcarbodiimide). The product is N1([C@H](C(=O)N[C@H](CC2=CNC3=CC=CC=C23)C(=O)N[C@@H](CC2=CC=CC=C2)C(=O)N[C@H](CCCNC(NS(=O)(=O)C2=CC=C(C)C=C2)=N)C(=O)N[C@@H](CC(C)C)C(=O)N[C@@H](CCSC)C(=O)N)CCC1)C(=O)OC(C)(C)C (BocPro-DTrp-Phe-DArg(Tos)-Leu-MetNH2). Yield: 46.0%. As a reaction SMILES: [N:1]1([C:34]([O:36][C:37]([CH3:40])([CH3:39])[CH3:38])=[O:35])[CH2:33][CH2:32][CH2:31][C@H:2]1[C:3]([NH:5][C@@H:6]([C:17]([NH:19][C@H:20]([C:28](O)=[O:29])[CH2:21][C:22]1[CH:27]=[CH:26][CH:25]=[CH:24][CH:23]=1)=[O:18])[CH2:7][C:8]1[C:16]2[C:11](=[CH:12][CH:13]=[CH:14][CH:15]=2)[NH:10][CH:9]=1)=[O:4].[NH2:41][C@@H:42]([C:60]([NH:62][C@H:63]([C:68]([NH:70][C@H:71]([C:76]([NH2:78])=[O:77])[CH2:72][CH2:73][S:74][CH3:75])=[O:69])[CH2:64][CH:65]([CH3:67])[CH3:66])=[O:61])[CH2:43][CH2:44][CH2:45][NH:46][C:47](=[NH:59])[NH:48][S:49]([C:52]1[CH:58]=[CH:57][C:55]([CH3:56])=[CH:54][CH:53]=1)(=[O:51])=[O:50].C1(N=C=NC2CCCCC2)CCCCC1.ON1C2C=CC=CC=2N=N1>>[N:1]1([C:34]([O:36][C:37]([CH3:40])([CH3:39])[CH3:38])=[O:35])[CH2:33][CH2:32][CH2:31][C@H:2]1[C:3]([NH:5][C@@H:6]([C:17]([NH:19][C@H:20]([C:28]([NH:41][C@@H:42]([C:60]([NH:62][C@H:63]([C:68]([NH:70][C@H:71]([C:76]([NH2:78])=[O:77])[CH2:72][CH2:73][S:74][CH3:75])=[O:69])[CH2:64][CH:65]([CH3:66])[CH3:67])=[O:61])[CH2:43][CH2:44][CH2:45][NH:46][C:47](=[NH:59])[NH:48][S:49]([C:52]1[CH:53]=[CH:54][C:55]([CH3:56])=[CH:57][CH:58]=1)(=[O:50])=[O:51])=[O:29])[CH2:21][C:22]1[CH:27]=[CH:26][CH:25]=[CH:24][CH:23]=1)=[O:18])[CH2:7][C:8]1[C:16]2[C:11](=[CH:12][CH:13]=[CH:14][CH:15]=2)[NH:10][CH:9]=1)=[O:4]. Reported procedure: Condensation of BocPro-DTrp-PheOH (Example 33, 658 mg.) and HDArg(Tos)-Leu-MetNH2 (630 mg.) using dicyclohexylcarbodiimide and 1-hydroxybenzotriazole gave BocPro-DTrp-Phe-DArg(Tos)-Leu-MetNH2 in 46% yield. De-t-butoxycarbonylation of BocPro-DTrp-Phe-DArg(Tos)-Leu-MetNH2 (524 mg.) using trifluoroacetic acid in dimethyl sulfide and ethanedithiol gave HPro-DTrp-Phe-DArg(Tos)-Leu-MetNH2 in 78% yield. De-p-toluenesulfonylation of HPro-DTrp-Phe-DArg(Tos)-Leu-MetNH2 (420 mg.) using liquid hydrogen fluo...